From a dataset of the Open Reaction Database (ORD), a public repository of structured organic reaction records. describe an organic reaction: reactants, conditions, products, and yield Reactants: COC(=O)C1=C(C2=C(N=CN=C2Cl)S1)C (4-chloro-5-methyl-thieno[2,3-d]pyrimidine-6-carboxylic acid methyl ester), FC1=CC(=C(N)C=C1)O[C@@H]1COCCC1 ((S)-4-fluoro-2-(tetrahydro-2H-pyran-3yloxy)aniline), FC1=CC(=C(N)C=C1)O[C@@H]1COCCC1 ((S)-4-fluoro-2-(tetrahydro-2H-pyran-3yloxy)aniline). Product: COC(=O)C1=C(C2=C(N=CN=C2NC2=C(C=C(C=C2)F)O[C@@H]2COCCC2)S1)C (4-{4-Fluoro-2-[(S)-(tetrahydro-pyran-3-yl)oxy]-phenylamino}-5-methyl-thieno[2,3-d]pyrimidine-6-carboxylic acid methyl ester). As a reaction SMILES: [CH3:1][O:2][C:3]([C:5]1[S:14][C:8]2[N:9]=[CH:10][N:11]=[C:12](Cl)[C:7]=2[C:6]=1[CH3:15])=[O:4].[F:16][C:17]1[CH:23]=[CH:22][C:20]([NH2:21])=[C:19]([O:24][C@H:25]2[CH2:30][CH2:29][CH2:28][O:27][CH2:26]2)[CH:18]=1>>[CH3:1][O:2][C:3]([C:5]1[S:14][C:8]2[N:9]=[CH:10][N:11]=[C:12]([NH:21][C:20]3[CH:22]=[CH:23][C:17]([F:16])=[CH:18][C:19]=3[O:24][C@H:25]3[CH2:30][CH2:29][CH2:28][O:27][CH2:26]3)[C:7]=2[C:6]=1[CH3:15])=[O:4]. Procedure details: Prepared analogously to example 1.1 from 4-chloro-5-methyl-thieno[2,3-d]pyrimidine-6-carboxylic acid methyl ester and (S)-4-fluoro-2-(tetrahydro-2H-pyran-3yloxy)aniline (Intermediate XIII). Reactants: CC(C)(C)OC(=O)N1CCC(N)CC1, CCN(C(C)C)C(C)C, COC(=O)c1ccnc(Cl)n1, CC#N. The product is COC(=O)c1ccnc(NC2CCN(C(=O)OC(C)(C)C)CC2)n1. RXN SMILES: [C:12]([CH3:13])([CH3:14])([CH3:15])[O:16][C:17](=[O:18])[N:19]1[CH2:20][CH2:21][CH:22]([NH2:25])[CH2:23][CH2:24]1.[CH2:26]([N:27]([CH:28]([CH3:29])[CH3:30])[CH:31]([CH3:32])[CH3:33])[CH3:34].[CH3:1][O:2][C:3](=[O:4])[c:5]1[n:6][c:7]([Cl:11])[n:8][cH:9][cH:10]1.[CH3:35][C:36]#[N:37]>>[CH3:1][O:2][C:3](=[O:4])[c:5]1[n:6][c:7]([NH:25][CH:22]2[CH2:21][CH2:20][N:19]([C:17]([O:16][C:12]([CH3:13])([CH3:14])[CH3:15])=[O:18])[CH2:24][CH2:23]2)[n:8][cH:9][cH:10]1. Starting materials: CC(C)Br, Cl, [Mg], N#Cc1ccccc1N, C1CCOC1. Product: CC(C)C(=O)c1ccccc1N. As a reaction SMILES: [CH:2]([CH3:3])([CH3:4])[Br:5].[ClH:15].[Mg:1].[NH2:6][c:7]1[c:8]([C:9]#[N:10])[cH:11][cH:12][cH:13][cH:14]1.[O:16]1[CH2:17][CH2:18][CH2:19][CH2:20]1>>[CH:2]([CH3:3])([CH3:4])[C:9]([c:8]1[c:7]([NH2:6])[cH:14][cH:13][cH:12][cH:11]1)=[O:16]. Starting materials: N#Cc1ccc(F)c(Br)c1, O=CO, O. Product: O=Cc1ccc(F)c(Br)c1. RXN SMILES: [Br:1][c:2]1[cH:3][c:4]([C:5]#[N:6])[cH:7][cH:8][c:9]1[F:10].[CH:12]([OH:13])=[O:14].[OH2:11]>>[Br:1][c:2]1[cH:3][c:4]([CH:5]=[O:11])[cH:7][cH:8][c:9]1[F:10]. Starting materials: FC1=C(C(=C(C=C1OC)OC)F)C1=CC2=C(C=N1)C(=NN2C2OCCCC2)I (6-(2,6-difluoro-3,5-dimethoxyphenyl)-3-iodo-1-(tetrahydro-2H-pyran-2-yl)-1H-pyrazolo[4,3-c]pyridine), OCC(C)N1C(C2=CC=C(C=C2C1)B1OC(C(O1)(C)C)(C)C)=O (2-(2-hydroxy-1-methylethyl)-5-(4,4,5,5-tetramethyl-1,3,2-dioxaborolan-2-yl)isoindolin-1-one). Reaction SMILES: [F:1][C:2]1[C:7]([O:8][CH3:9])=[CH:6][C:5]([O:10][CH3:11])=[C:4]([F:12])[C:3]=1[C:13]1[N:18]=[CH:17][C:16]2[C:19](I)=[N:20][N:21](C3CCCCO3)[C:15]=2[CH:14]=1.[OH:29][CH2:30][CH:31]([N:33]1[CH2:41][C:40]2[C:35](=[CH:36][CH:37]=[C:38](B3OC(C)(C)C(C)(C)O3)[CH:39]=2)[C:34]1=[O:51])[CH3:32]>>[F:1][C:2]1[C:7]([O:8][CH3:9])=[CH:6][C:5]([O:10][CH3:11])=[C:4]([F:12])[C:3]=1[C:13]1[N:18]=[CH:17][C:16]2[C:19]([C:38]3[CH:39]=[C:40]4[C:35](=[CH:36][CH:37]=3)[C:34](=[O:51])[N:33]([CH:31]([CH3:32])[CH2:30][OH:29])[CH2:41]4)=[N:20][NH:21][C:15]=2[CH:14]=1. The product is FC1=C(C(=C(C=C1OC)OC)F)C1=CC2=C(C=N1)C(=NN2)C=2C=C1CN(C(C1=CC2)=O)C(CO)C (5-[6-(2,6-difluoro-3,5-dimethoxyphenyl)-1H-pyrazolo[4,3-c]pyridin-3-yl]-2-(2-hydroxy-1-methylethyl)isoindolin-1-one). Procedure details: This compound was prepared by using procedures analogous to those described for the synthesis of Example 52, Step 8 starting from 6-(2,6-difluoro-3,5-dimethoxyphenyl)-3-iodo-1-(tetrahydro-2H-pyran-2-yl)-1H-pyrazolo[4,3-c]pyridine and 2-(2-hydroxy-1-methylethyl)-5-(4,4,5,5-tetramethyl-1,3,2-dioxaborolan-2-yl)isoindolin-1-one. LCMS (M+H)+=481.1. Reactants: C(C)(=O)OCC (ethyl acetate), ClC=1C(=NN(C1OC(F)F)C)C1=C(C=C(C(=C1)S(=O)(=O)Cl)Cl)Cl (4-chloro-3-(5-chlorosulfonyl-2,4-dichlorophenyl)-5-difluoromethoxy-1-methyl-1H-pyrazole), CN (methylamine), N1N=CC=C1 (pyrazole), CN (methylamine). Solvent: O1CCCC1 (tetrahydrofuran), O1CCCC1 (tetrahydrofuran). Reaction conditions: time 30 minute. Yields the product ClC=1C(=NN(C1OC(F)F)C)C=1C(=CC(=C(C1)S(=O)(=O)NC)Cl)Cl (5-(4-chloro-5-difluoromethoxy-1-methyl-1H-pyrazol-3-yl)-N-methyl-2,4-dichlorobenzenesulfonamide). Isolated yield 100.0%. As a reaction SMILES: [Cl:1][C:2]1[C:3]([C:12]2[CH:17]=[C:16]([S:18](Cl)(=[O:20])=[O:19])[C:15]([Cl:22])=[CH:14][C:13]=2[Cl:23])=[N:4][N:5]([CH3:11])[C:6]=1[O:7][CH:8]([F:10])[F:9].CN.[NH:26]1[CH:30]=CC=N1.C(OCC)(=O)C>O1CCCC1>[Cl:1][C:2]1[C:3]([C:12]2[C:13]([Cl:23])=[CH:14][C:15]([Cl:22])=[C:16]([S:18]([NH:26][CH3:30])(=[O:20])=[O:19])[CH:17]=2)=[N:4][N:5]([CH3:11])[C:6]=1[O:7][CH:8]([F:10])[F:9]. Procedure details: A solution of 4-chloro-3-(5-chlorosulfonyl-2,4-dichlorophenyl)-5-difluoromethoxy-1-methyl-1H-pyrazole (0.43 g, 1 mmole) in 2 ml tetrahydrofuran was added dropwise to a 40% aqueous methylamine solution dissolved in 20 ml tetrahydrofuran to react the pyrazole derivative with methylamine. After the addition was finished, the reaction was continued further for 30 minutes at room temperature. Then ethyl acetate was added to the reaction product solution to extract the objective product. The extract s... Starting materials: F[B-](F)(F)F.C(C)[O+](CC)CC (triethyloxonium tetrafluoroborate), ClC1=C(C=CC=C1)C(=O)N1CC(NCC1)=O (4-[(2-chlorophenyl)carbonyl]-2-piperazinone), FC=1C=CC(=NC1)C(=O)NN (5-fluoro-2-pyridinecarbohydrazide). The solvent is ClCCl (Dichloromethane). Reaction conditions: time 2 hour. Product: ClC1=C(C=CC=C1)C(=O)N1CC=2N(CC1)C(=NN2)C2=NC=C(C=C2)F (7-[(2-chlorophenyl)carbonyl]-3-(5-fluoro-2-pyridinyl)-5,6,7,8-tetrahydro[1,2,4]triazolo[4,3-a]pyrazine). Reaction SMILES: [Cl:1][C:2]1[CH:7]=[CH:6][CH:5]=[CH:4][C:3]=1[C:8]([N:10]1[CH2:15][CH2:14][NH:13][C:12](=O)[CH2:11]1)=[O:9].F[B-](F)(F)F.C([O+](CC)CC)C.[F:29][C:30]1[CH:31]=[CH:32][C:33]([C:36]([NH:38][NH2:39])=O)=[N:34][CH:35]=1>ClCCl>[Cl:1][C:2]1[CH:7]=[CH:6][CH:5]=[CH:4][C:3]=1[C:8]([N:10]1[CH2:15][CH2:14][N:13]2[C:36]([C:33]3[CH:32]=[CH:31][C:30]([F:29])=[CH:35][N:34]=3)=[N:38][N:39]=[C:12]2[CH2:11]1)=[O:9] |f:1.2|. Procedure: The title compound was prepared in an analogous method to that described in E111. To a solution of 4-[(2-chlorophenyl)carbonyl]-2-piperazinone (I4) (225 mg, 0.943 mmol) in Dichloromethane (5 ml) stirred under argon at room temp was added solid triethyloxonium tetrafluoroborate (179 mg, 0.943 mmol). The reaction mixture was stirred at RT for 2 hr. Solid 5-fluoro-2-pyridinecarbohydrazide (I24) (161 mg, 1.037 mmol) was added and the reaction mixture stirred at RT for 18 hr. The solvent was evaporat...